Dataset: the Open Reaction Database (ORD), a public repository of structured organic reaction records. Task: describe an organic reaction: reactants, conditions, products, and yield Yields the product COc1cc2cnn(CCCCl)c(=O)c2cc1OC. Reactants: ClCCCBr, COc1cc2cn[nH]c(=O)c2cc1OC, CO, CN(C)C=O, ClC(Cl)Cl. As a reaction SMILES: [Br:16][CH2:17][CH2:18][CH2:19][Cl:20].[CH3:1][O:2][c:3]1[cH:4][c:5]2[cH:6][n:7][nH:8][c:9](=[O:15])[c:10]2[cH:11][c:12]1[O:13][CH3:14].[CH3:21][OH:22].[CH3:27][N:28]([CH3:29])[CH:30]=[O:31].[CH:23]([Cl:24])([Cl:25])[Cl:26]>>[CH3:1][O:2][c:3]1[cH:4][c:5]2[cH:6][n:7][n:8]([CH2:17][CH2:18][CH2:19][Cl:20])[c:9](=[O:15])[c:10]2[cH:11][c:12]1[O:13][CH3:14]. The reactants are [N+](=O)([O-])C1=C2C=CN(C2=CC=C1)C1=NC(=NC=C1)N[C@@H]1CC[C@H](CC1)O (trans-4-[4-(4-nitroindol-1-yl)-pyrimidin-2-ylamino]-cyclohexanol), CCO (EtOH), [Cl-].[NH4+] (ammonium chloride). Reagents/catalysts: [Fe] (iron(0)). Run in O (water). Reaction conditions: temperature 80 celsius, time 24 hour. The product is NC1=C2C=CN(C2=CC=C1)C1=NC(=NC=C1)N[C@@H]1CC[C@H](CC1)O (trans-4-[4-(4-aminoindol-1-yl)-pyrimidin-2-ylamino]-cyclohexanol). RXN SMILES: [N+:1]([C:4]1[CH:12]=[CH:11][CH:10]=[C:9]2[C:5]=1[CH:6]=[CH:7][N:8]2[C:13]1[CH:18]=[CH:17][N:16]=[C:15]([NH:19][C@H:20]2[CH2:25][CH2:24][C@H:23]([OH:26])[CH2:22][CH2:21]2)[N:14]=1)([O-])=O.CCO.[Cl-].[NH4+]>[Fe].O>[NH2:1][C:4]1[CH:12]=[CH:11][CH:10]=[C:9]2[C:5]=1[CH:6]=[CH:7][N:8]2[C:13]1[CH:18]=[CH:17][N:16]=[C:15]([NH:19][C@H:20]2[CH2:21][CH2:22][C@H:23]([OH:26])[CH2:24][CH2:25]2)[N:14]=1 |f:2.3|. Procedure details: A mixture of trans-4-[4-(4-nitroindol-1-yl)-pyrimidin-2-ylamino]-cyclohexanol (2.44 g), EtOH (35 mL) and water (11 mL) was heated to 80° C. To the hot suspension was added ammonium chloride (1.46 g) followed by iron(0) (Fisher, 1.55 g) and the resulting mixture heated to 80° C. for 2 h, then to 50° C. for an additional 24 h. The reaction mixture was filtered through a CELITE™ pad, the filter cake washed with EtOAc/MeOH (3:2), and the filtrate evaporated under reduced pressure. The crude residue ... Starting materials: Br, Br, O=N[O-], Cc1cc(C#N)nc(C)c1N, [Na+], [Na+], [OH-]. Yields the product Cc1cc(C#N)nc(C)c1Br. RXN SMILES: [Br:13].[BrH:12].[N:14]([O-:15])=[O:16].[NH2:1][c:2]1[c:3]([CH3:11])[cH:4][c:5]([C:9]#[N:10])[n:6][c:7]1[CH3:8].[Na+:17].[Na+:19].[OH-:18]>>[c:2]1([Br:12])[c:3]([CH3:11])[cH:4][c:5]([C:9]#[N:10])[n:6][c:7]1[CH3:8]. The reactants are CS(=O)(=O)Cl, CCOC(C)=O, ClCCl, CN(C)CCCOc1cccc2c1nc(C(F)F)n2-c1nc(N2CCNCC2)nc(N2CCOCC2)n1, [K+], [K+], O=C([O-])[O-], O. Yields the product CN(C)CCCOc1cccc2c1nc(C(F)F)n2-c1nc(N2CCOCC2)nc(N2CCN(S(C)(=O)=O)CC2)n1. Reaction SMILES: [CH3:44][S:45]([Cl:46])(=[O:47])=[O:48].[CH3:49][CH2:50][O:51][C:52]([CH3:53])=[O:54].[Cl:55][CH2:56][Cl:57].[F:1][CH:2]([c:3]1[n:4][c:5]2[c:6]([n:7]1-[c:8]1[n:9][c:10]([N:20]3[CH2:21][CH2:22][NH:23][CH2:24][CH2:25]3)[n:11][c:12]([N:14]3[CH2:15][CH2:16][O:17][CH2:18][CH2:19]3)[n:13]1)[cH:26][cH:27][cH:28][c:29]2[O:30][CH2:31][CH2:32][CH2:33][N:34]([CH3:35])[CH3:36])[F:37].[K+:38].[K+:39].[O-:40][C:41]([O-:42])=[O:43].[OH2:58]>>[F:1][CH:2]([c:3]1[n:4][c:5]2[c:6]([n:7]1-[c:8]1[n:9][c:10]([N:20]3[CH2:21][CH2:22][N:23]([S:45]([CH3:44])(=[O:47])=[O:48])[CH2:24][CH2:25]3)[n:11][c:12]([N:14]3[CH2:15][CH2:16][O:17][CH2:18][CH2:19]3)[n:13]1)[cH:26][cH:27][cH:28][c:29]2[O:30][CH2:31][CH2:32][CH2:33][N:34]([CH3:35])[CH3:36])[F:37]. The reactants are B.C1CCOC1 (BH3.THF), C(=O)(O)CC=1OC=CC1CC(=O)O (2,3-di(carboxymethyl)furan), C(=O)(O)[O-].[Na+] (NaHCO3). Solvent: C1CCOC1 (THF). Conditions: temperature 0 celsius, time 20 minute. Product: OCCC=1OC=CC1CCO (2,3-di(2-hydroxyethyl)furan). As a reaction SMILES: [C:1]([CH2:4][C:5]1[O:6][CH:7]=[CH:8][C:9]=1[CH2:10][C:11](O)=[O:12])(O)=[O:2].B.C1COCC1.C([O-])(O)=O.[Na+]>C1COCC1>[OH:2][CH2:1][CH2:4][C:5]1[O:6][CH:7]=[CH:8][C:9]=1[CH2:10][CH2:11][OH:12] |f:1.2,3.4|. Procedure details: A solution of 2,3-di(carboxymethyl)furan (35 mmol) in THF (400 mL) is cooled to 0° C. and treated with BH3.THF (174 mmol) over 10 minutes, and stirred for an additional 20 minutes at 0° C. before warming to room temperature overnight. The crude reaction is poured over saturated aqueous NaHCO3 and extracted with ethyl acetate. The organic layer is dried and concentrated to give 2,3-di(2-hydroxyethyl)furan.